From a dataset of the Open Reaction Database (ORD), a public repository of structured organic reaction records. describe an organic reaction: reactants, conditions, products, and yield Reactants: COC(=O)[C@@H]1C[C@H](CN1C(=O)OCc2ccccc2)OC(=O)N3Cc4cccc(Br)c4C3, Cc1cc(O)ccc1B2OC(C)(C)C(C)(C)O2. Reagents/catalysts: CCN=P(N=P(N(C)C)(N(C)C)N(C)C)(N(C)C)N(C)C (P2-Et), CC(C)c1cc(C(C)C)c(-c2ccccc2[PH](C(C)(C)C)(C(C)(C)C)[Pd]2(OS(C)(=O)=O)Nc3ccccc3-c3ccccc32)c(C(C)C)c1 (tBuXphos G3). Run in CS(C)=O (DMSO), O (water), CS(C)=O (DMSO), CS(C)=O (DMSO), CS(C)=O (DMSO). Conditions: time 22 hour. The product is COC(=O)[C@@H]1C[C@H](CN1C(=O)OCc2ccccc2)OC(=O)N3Cc4cccc(c4C3)c5ccc(O)cc5C, COC(=O)[C@@H]1C[C@H](CN1C(=O)OCc2ccccc2)OC(=O)N3Cc4cccc(Br)c4C3, c1ccc(-c2ccccc2)cc1. Starting materials: Cl.N1CCC(CC1)OC1=CC=C(C#N)C=C1 (4-(piperidin-4-yloxy)-benzonitrile hydrochloride), C(C1=CC=CC=C1)=O (benzaldehyde), C(C)(=O)O[BH-](OC(C)=O)OC(C)=O.[Na+] (sodium triacetoxy borohydride). Solvent: C(Cl)Cl (CH2Cl2), C(Cl)Cl (CH2Cl2). Run at time 8 hour. The product is C(C1=CC=CC=C1)N1CCC(CC1)OC1=CC=C(C#N)C=C1 (4-(1-Benzyl-piperidin-4-yloxy)-benzonitrile). Yield: 94.4%. RXN SMILES: Cl.[NH:2]1[CH2:7][CH2:6][CH:5]([O:8][C:9]2[CH:16]=[CH:15][C:12]([C:13]#[N:14])=[CH:11][CH:10]=2)[CH2:4][CH2:3]1.[CH:17](=O)[C:18]1[CH:23]=[CH:22][CH:21]=[CH:20][CH:19]=1.C(O[BH-](OC(=O)C)OC(=O)C)(=O)C.[Na+]>C(Cl)Cl>[CH2:17]([N:2]1[CH2:3][CH2:4][CH:5]([O:8][C:9]2[CH:16]=[CH:15][C:12]([C:13]#[N:14])=[CH:11][CH:10]=2)[CH2:6][CH2:7]1)[C:18]1[CH:23]=[CH:22][CH:21]=[CH:20][CH:19]=1 |f:0.1,3.4|. Reported procedure: Combine 4-(piperidin-4-yloxy)-benzonitrile hydrochloride (64 mg, 0.268 mmol), benzaldehyde (55 μL, 0.536 mmol) and sodium triacetoxy borohydride (85 mg, 0.402 mmol) in CH2Cl2 (3 mL). Stir at room temperature overnight. Dilute the reaction mixture with CH2Cl2 (3 mL) and wash with NaOH (1M aq. 5 mL). Separate the organic layer and place it in an SCX column, eluting with ammonia (2.0M in methanol) to provide the title compound (74 mg, 95%). Reactants: CC(C)(C)OC(=O)NCCNc1c([N+](=O)[O-])cnc2cc(OCc3ccccc3)ccc12, CCOC(C)=O. Product: CC(C)(C)OC(=O)NCCNc1c(N)cnc2cc(OCc3ccccc3)ccc12. As a reaction SMILES: [CH2:1]([c:2]1[cH:3][cH:4][cH:5][cH:6][cH:7]1)[O:8][c:9]1[cH:10][cH:11][c:12]2[c:13]([NH:22][CH2:23][CH2:24][NH:25][C:26]([O:27][C:28]([CH3:29])([CH3:30])[CH3:31])=[O:32])[c:14]([N+:19]([O-:20])=[O:21])[cH:15][n:16][c:17]2[cH:18]1.[CH3:33][CH2:34][O:35][C:36](=[O:37])[CH3:38]>>[CH2:1]([c:2]1[cH:3][cH:4][cH:5][cH:6][cH:7]1)[O:8][c:9]1[cH:10][cH:11][c:12]2[c:13]([NH:22][CH2:23][CH2:24][NH:25][C:26]([O:27][C:28]([CH3:29])([CH3:30])[CH3:31])=[O:32])[c:14]([NH2:19])[cH:15][n:16][c:17]2[cH:18]1. Starting materials: O (water), ClC1=C(C(=CC=C1)Cl)C(=N)Cl (2,6-dichlorophenylimidocarbonyl chloride), C1(=CC=CC=C1)C (toluene), Cl.Cl.C(C1=CC=CC=C1)ONCCN (N-(benzyloxy)ethylenediamine dihydrochloride), C([O-])([O-])=O.[K+].[K+] (potassium carbonate), C1(=CC=CC=C1)C (toluene). Reaction conditions: time 15 minute. Yields the product C(C1=CC=CC=C1)ON1C(NCC1)=NC1=C(C=CC=C1Cl)Cl (1-benzyloxy-2-[(2,6-dichlorophenyl)imino]imidazolidine). As a reaction SMILES: O.[ClH:2].[ClH:3].[CH2:4]([O:11][NH:12][CH2:13][CH2:14][NH2:15])[C:5]1[CH:10]=[CH:9][CH:8]=[CH:7][CH:6]=1.C(=O)([O-])[O-].[K+].[K+].ClC1C=CC=C(Cl)C=1[C:30](Cl)=[NH:31].[C:33]1(C)[CH:38]=[CH:37][CH:36]=[CH:35][CH:34]=1>>[CH2:4]([O:11][N:12]1[CH2:13][CH2:14][NH:15][C:30]1=[N:31][C:33]1[C:38]([Cl:2])=[CH:37][CH:36]=[CH:35][C:34]=1[Cl:3])[C:5]1[CH:10]=[CH:9][CH:8]=[CH:7][CH:6]=1 |f:1.2.3,4.5.6|. Reported procedure: 400 ml. of water are added to 143.5 g. of N-(benzyloxy)ethylenediamine dihydrochloride. 207.0 g. of potassium carbonate are gradually added carefully to this suspension. Thereafter, 200 ml. of toluene and then, slowly, 145.7 g. of 2,6-dichlorophenylimidocarbonyl chloride in 100 ml. of toluene are added dropwise in the course of 45 minutes, while stirring vigorously. After 15 minutes, a product begins to separate out. The mixture is further stirred overnight and then poured onto 1 liter of n-hexa... The reactants are ClCC(=O)Cl (2-chloroacetyl chloride), NCC(CN(CC1=CC=CC=C1)CC1=CC=CC=C1)O (1-amino-3-(dibenzylamino)propan-2-ol). The solvent is C(Cl)(Cl)Cl (CHCl3), C(Cl)(Cl)Cl (CHCl3). Conditions: time 1 hour. Product: ClCC(=O)NCC(CN(CC1=CC=CC=C1)CC1=CC=CC=C1)O (2-chloro-N-(3-(dibenzylamino)-2-hydroxypropyl)acetamide). As a reaction SMILES: [Cl:1][CH2:2][C:3](Cl)=[O:4].[NH2:6][CH2:7][CH:8]([OH:25])[CH2:9][N:10]([CH2:18][C:19]1[CH:24]=[CH:23][CH:22]=[CH:21][CH:20]=1)[CH2:11][C:12]1[CH:17]=[CH:16][CH:15]=[CH:14][CH:13]=1>C(Cl)(Cl)Cl>[Cl:1][CH2:2][C:3]([NH:6][CH2:7][CH:8]([OH:25])[CH2:9][N:10]([CH2:11][C:12]1[CH:17]=[CH:16][CH:15]=[CH:14][CH:13]=1)[CH2:18][C:19]1[CH:24]=[CH:23][CH:22]=[CH:21][CH:20]=1)=[O:4]. Procedure: A solution of 2-chloroacetyl chloride (1.25 g, 10.96 mmol) in CHCl3 was added to the solution of 1-amino-3-(dibenzylamino)propan-2-ol (2.5 g, 9.26 mmol) in CHCl3 (50 mL) in ice-bath. The mixture was stirred for 1 hour, then stirred at room temperature for 2 hours. The organic layer concentrated, the residue was purified by column to give white solid. Reactants: BrC1=CC=CC(=N1)C(C#C)=O (1-(6-Bromopyridin-2-yl)prop-2-yn-1-one), C[Mg]Cl (Methylmagnesium chloride). Run in C1CCOC1 (THF). Run at temperature -78 celsius. Product: EtOAc hexanes, BrC1=CC=CC(=N1)C(C)(C#C)O (2-(6-Bromopyridin-2-yl)but-3-yn-2-ol). The yield is 0.0%. As a reaction SMILES: [Br:1][C:2]1[N:7]=[C:6]([C:8](=[O:11])[C:9]#[CH:10])[CH:5]=[CH:4][CH:3]=1.[CH3:12][Mg]Cl>C1COCC1>[Br:1][C:2]1[N:7]=[C:6]([C:8]([OH:11])([C:9]#[CH:10])[CH3:12])[CH:5]=[CH:4][CH:3]=1. Procedure: 1-(6-Bromopyridin-2-yl)prop-2-yn-1-one (840 mg, 4.00 mmol) was dissolved in THF (20 mL) and cooled to −78° C. Methylmagnesium chloride (3.0 M in THF, 1.60 mL, 4.80 mmol) was added dropwise. The mixture was allowed to warm to room temperature, quenched with saturated NH4Cl, and extracted with EtOAc (2×). The combined organic layers were washed with brine, dried (MgSO4), and evaporated. Flash chromatography (0-50% EtOAc/hexanes) afforded the title compound as a yellow oil.